This data is from the Open Reaction Database (ORD), a public repository of structured organic reaction records. The task is: describe an organic reaction: reactants, conditions, products, and yield Starting materials: ClC=1C=C(C=CC1)C1NC(NC(=C1C(=O)O)COC)=O (4-(3-chlorophenyl)-6-methoxymethyl-2-oxo-1,2,3,4-tetrahydropyrimidine-5-carboxylic acid), C1(=CC=CC=C1)C(CCN)C1=CC=CC=C1 (3,3-diphenylpropylamine), CCN=C=NCCCN(C)C.Cl (WSC hydrochloride). The solvent is CN(C)C=O (DMF). Run at time 8 hour. The product is C1(=CC=CC=C1)C(CCNC(=O)C=1C(NC(NC1COC)=O)C1=CC(=CC=C1)Cl)C1=CC=CC=C1 (4-(3-chlorophenyl)-6-methoxymethyl-2-oxo-1,2,3,4-tetrahydropyrimidine-5-carboxylic acid (3,3-diphenylpropyl)amide). Reaction SMILES: [Cl:1][C:2]1[CH:3]=[C:4]([CH:8]2[C:13]([C:14]([OH:16])=O)=[C:12]([CH2:17][O:18][CH3:19])[NH:11][C:10](=[O:20])[NH:9]2)[CH:5]=[CH:6][CH:7]=1.[C:21]1([CH:27]([C:31]2[CH:36]=[CH:35][CH:34]=[CH:33][CH:32]=2)[CH2:28][CH2:29][NH2:30])[CH:26]=[CH:25][CH:24]=[CH:23][CH:22]=1.CCN=C=NCCCN(C)C.Cl>CN(C=O)C>[C:31]1([CH:27]([C:21]2[CH:22]=[CH:23][CH:24]=[CH:25][CH:26]=2)[CH2:28][CH2:29][NH:30][C:14]([C:13]2[CH:8]([C:4]3[CH:5]=[CH:6][CH:7]=[C:2]([Cl:1])[CH:3]=3)[NH:9][C:10](=[O:20])[NH:11][C:12]=2[CH2:17][O:18][CH3:19])=[O:16])[CH:32]=[CH:33][CH:34]=[CH:35][CH:36]=1 |f:2.3|. Reported procedure: 130 mg (0.438 mmol) of 4-(3-chlorophenyl)-6-methoxymethyl-2-oxo-1,2,3,4-tetrahydropyrimidine-5-carboxylic acid and 139 mg (0.657 mmol) of 3,3-diphenylpropylamine were dissolved in 10 ml of DMF. 126 mg (0.657 mmol) of WSC hydrochloride was added to the obtained solution under cooling with ice, and they were stirred at room temperature overnight. After the concentration under reduced pressure, the reaction mixture was diluted with ethyl acetate and then washed with 1 N hydrochloric acid, saturated... Starting materials: Fc1ccc(Br)c2ccccc12, CCOC(=O)C(=O)OCC, [Li]CCCC, C1CCOC1, CCOC(C)=O, Cl, O. The product is CCOC(=O)C(=O)c1ccc(F)c2ccccc12. RXN SMILES: [Br:6][c:7]1[cH:8][cH:9][c:10]([F:17])[c:11]2[cH:12][cH:13][cH:14][cH:15][c:16]12.[C:18]([C:19](=[O:20])[O:21][CH2:22][CH3:23])(=[O:24])[O:25][CH2:26][CH3:27].[CH2:1]([Li:2])[CH2:3][CH2:4][CH3:5].[CH2:29]1[O:30][CH2:31][CH2:32][CH2:33]1.[CH3:35][CH2:36][O:37][C:38]([CH3:39])=[O:40].[ClH:28].[OH2:34]>>[c:7]1([C:18]([C:19](=[O:20])[O:21][CH2:22][CH3:23])=[O:24])[cH:8][cH:9][c:10]([F:17])[c:11]2[cH:12][cH:13][cH:14][cH:15][c:16]12. Reactants: NS(=O)(=O)C1=C(C(=O)N(CC)CC)C(=CC(=C1)OC)C(C)CC (2-aminosulfonyl-6-sec-butyl-4-methoxy-N,N-diethylbenzamide). The solvent is C(C)(=O)O (acetic acid). Product: C(C)(CC)C1=C2C(NS(=O)(=O)C2=CC(=C1)OC)=O (4-sec-butyl-6-methoxysaccharin). RXN SMILES: N[S:2]([C:5]1[CH:17]=[C:16]([O:18][CH3:19])[CH:15]=[C:14]([CH:20]([CH2:22][CH3:23])[CH3:21])[C:6]=1[C:7]([N:9](CC)CC)=[O:8])(=[O:4])=[O:3]>C(O)(=O)C>[CH:20]([C:14]1[CH:15]=[C:16]([O:18][CH3:19])[CH:17]=[C:5]2[C:6]=1[C:7](=[O:8])[NH:9][S:2]2(=[O:4])=[O:3])([CH2:22][CH3:23])[CH3:21]. Reported procedure: A mixture of acetic acid (200 mL) and 2-aminosulfonyl-6-sec-butyl-4-methoxy-N,N-diethylbenzamide. (51.7 g) was refluxed overnight. The acetic acid was removed by distillation, the residue was poured into ice/2M NaOH (80 mL). The aqueous solution was washed with CH2Cl2, acidified with concentrated HCl and the precipitate which formed was collected by filtration to afford 4-sec-butyl-6-methoxysaccharin.